Dataset: the Open Reaction Database (ORD), a public repository of structured organic reaction records. Task: describe an organic reaction: reactants, conditions, products, and yield Reactants: C1CCOC1, CC#N, COCCc1nc2c(N)nc3cc(O)ccc3c2n1CC(C)(C)O, CC(C)OC(=O)N=NC(=O)OC(C)C, c1ccc(P(c2ccccc2)c2ccccc2)cc1, OCc1cccnc1. Yields the product COCCc1nc2c(N)nc3cc(OCc4cccnc4)ccc3c2n1CC(C)(C)O. As a reaction SMILES: [CH2:66]1[O:67][CH2:68][CH2:69][CH2:70]1.[CH3:71][C:72]#[N:73].[NH2:1][c:2]1[n:3][c:4]2[cH:5][c:6]([OH:24])[cH:7][cH:8][c:9]2[c:10]2[c:11]1[n:12][c:13]([CH2:20][CH2:21][O:22][CH3:23])[n:14]2[CH2:15][C:16]([CH3:17])([CH3:18])[OH:19].[O:52]=[C:53]([O:54][CH:55]([CH3:56])[CH3:57])[N:58]=[N:59][C:60]([O:61][CH:62]([CH3:63])[CH3:64])=[O:65].[c:33]1([P:34]([c:35]2[cH:36][cH:37][cH:38][cH:39][cH:40]2)[c:41]2[cH:42][cH:43][cH:44][cH:45][cH:46]2)[cH:47][cH:48][cH:49][cH:50][cH:51]1.[n:25]1[cH:26][c:27]([CH2:31][OH:32])[cH:28][cH:29][cH:30]1>>[NH2:1][c:2]1[n:3][c:4]2[cH:5][c:6]([O:24][CH2:31][c:27]3[cH:26][n:25][cH:30][cH:29][cH:28]3)[cH:7][cH:8][c:9]2[c:10]2[c:11]1[n:12][c:13]([CH2:20][CH2:21][O:22][CH3:23])[n:14]2[CH2:15][C:16]([CH3:17])([CH3:18])[OH:19]. Reactants: C1CCC2=NCCCN2CC1, O=C(Nc1cccc2cnccc12)C(Cl)(Cl)Cl, NCc1cccc(C(F)(F)F)c1. The product is O=C(NCc1cccc(C(F)(F)F)c1)Nc1cccc2cnccc12. As a reaction SMILES: [CH2:30]1[CH2:31][CH2:32][C:33]2=[N:38][CH2:37][CH2:36][CH2:35][N:34]2[CH2:39][CH2:40]1.[Cl:13][C:14]([C:15](=[O:16])[NH:17][c:18]1[c:19]2[cH:20][cH:21][n:22][cH:23][c:24]2[cH:25][cH:26][cH:27]1)([Cl:28])[Cl:29].[F:1][C:2]([c:3]1[cH:4][c:5]([CH2:6][NH2:7])[cH:8][cH:9][cH:10]1)([F:11])[F:12]>>[F:1][C:2]([c:3]1[cH:4][c:5]([CH2:6][NH:7][C:15](=[O:16])[NH:17][c:18]2[c:19]3[cH:20][cH:21][n:22][cH:23][c:24]3[cH:25][cH:26][cH:27]2)[cH:8][cH:9][cH:10]1)([F:11])[F:12]. The reactants are CCOC(C)=O, CCO, CC(C)(C)OC(=O)N1CCC(=Cc2ccc3nc(Cl)nc(N4CCOCC4)c3n2)CC1. Product: CC(C)(C)OC(=O)N1CCC(Cc2ccc3nc(Cl)nc(N4CCOCC4)c3n2)CC1. As a reaction SMILES: [CH3:32][CH2:33][O:34][C:35](=[O:36])[CH3:37].[CH3:38][CH2:39][OH:40].[Cl:1][c:2]1[n:3][c:4]([N:26]2[CH2:27][CH2:28][O:29][CH2:30][CH2:31]2)[c:5]2[c:6]([n:7]1)[cH:8][cH:9][c:10]([CH:12]=[C:13]1[CH2:14][CH2:15][N:16]([C:19](=[O:20])[O:21][C:22]([CH3:23])([CH3:24])[CH3:25])[CH2:17][CH2:18]1)[n:11]2>>[Cl:1][c:2]1[n:3][c:4]([N:26]2[CH2:27][CH2:28][O:29][CH2:30][CH2:31]2)[c:5]2[c:6]([n:7]1)[cH:8][cH:9][c:10]([CH2:12][CH:13]1[CH2:14][CH2:15][N:16]([C:19](=[O:20])[O:21][C:22]([CH3:23])([CH3:24])[CH3:25])[CH2:17][CH2:18]1)[n:11]2. The reactants are Cc1c[nH]cc1C, CN(C)C=O, ClCCCl, [Na+], [OH-], O=P(Cl)(Cl)Cl. Yields the product Cc1c[nH]c(C=O)c1C. RXN SMILES: [CH3:11][c:12]1[cH:13][nH:14][cH:15][c:16]1[CH3:17].[CH3:1][N:2]([CH:3]=[O:4])[CH3:5].[Cl:20][CH2:21][CH2:22][Cl:23].[Na+:19].[OH-:18].[P:6]([Cl:7])([Cl:8])([Cl:9])=[O:10]>>[CH:3](=[O:4])[c:13]1[c:12]([CH3:11])[c:16]([CH3:17])[cH:15][nH:14]1. The reactants are CC[S-], CO, CCOC(C)=O, Cc1c(-c2nnc(N)c(Cl)n2)cccc1[N+](=O)[O-], ClCCl, [Na+], CN(C)C=O. Product: CCSc1nc(-c2cccc([N+](=O)[O-])c2C)nnc1N. As a reaction SMILES: [CH2:19]([CH3:20])[S-:21].[CH3:23][OH:24].[CH3:33][CH2:34][O:35][C:36](=[O:37])[CH3:38].[Cl:1][c:2]1[n:3][c:4](-[c:9]2[c:10]([CH3:18])[c:11]([N+:15](=[O:16])[O-:17])[cH:12][cH:13][cH:14]2)[n:5][n:6][c:7]1[NH2:8].[Cl:25][CH2:26][Cl:27].[Na+:22].[O:28]=[CH:29][N:30]([CH3:31])[CH3:32]>>[c:2]1([S:21][CH2:19][CH3:20])[n:3][c:4](-[c:9]2[c:10]([CH3:18])[c:11]([N+:15](=[O:16])[O-:17])[cH:12][cH:13][cH:14]2)[n:5][n:6][c:7]1[NH2:8]. Starting materials: S1N=C(C2=C1C=CC=C2)N2CCN(CC2)CCC=2C=C1CC(NC1=CC2Cl)=O (5-(2-(4-(1,2-benzisothiazol-3-yl)-1-piperazinyl)ethyl)-6-chloro-1,3-dihydro-2H-indol-2-one), CN1C(CCC1)=O (1-methyl-2-pyrrolidinone), anhydrous solution, Cl (hydrogen chloride). Run in C(C)(C)O (isopropanol). Reaction conditions: temperature 25 celsius, time 3 hour. Yields the product Cl.S1N=C(C2=C1C=CC=C2)N2CCN(CC2)CCC=2C=C1CC(NC1=CC2Cl)=O (5-[2-[4-(1,2-benzisothiazol-3-yl)-1-piperazinyl]ethyl]-6-chloro-1, 3-dihydro-2H-indol-2-one hydrochloride). RXN SMILES: [S:1]1[C:5]2[CH:6]=[CH:7][CH:8]=[CH:9][C:4]=2[C:3]([N:10]2[CH2:15][CH2:14][N:13]([CH2:16][CH2:17][C:18]3[CH:19]=[C:20]4[C:24](=[CH:25][C:26]=3[Cl:27])[NH:23][C:22](=[O:28])[CH2:21]4)[CH2:12][CH2:11]2)=[N:2]1.CN1CCCC1=O.Cl>C(O)(C)C>[ClH:27].[S:1]1[C:5]2[CH:6]=[CH:7][CH:8]=[CH:9][C:4]=2[C:3]([N:10]2[CH2:11][CH2:12][N:13]([CH2:16][CH2:17][C:18]3[CH:19]=[C:20]4[C:24](=[CH:25][C:26]=3[Cl:27])[NH:23][C:22](=[O:28])[CH2:21]4)[CH2:14][CH2:15]2)=[N:2]1 |f:4.5|. Procedure: To a 3-necked flask equipped with mechanical stirrer, thermometer and nitrogen inlet was added 5-(2-(4-(1,2-benzisothiazol-3-yl)-1-piperazinyl)ethyl)-6-chloro-1,3-dihydro-2H-indol-2-one free base (5.0 g) and 1-methyl-2-pyrrolidinone (60 mL) under nitrogen and the suspension was warmed up to 35–40° C. to dissolution. The flask was cooled to about 25° C. A 20.5% anhydrous solution of hydrogen chloride in isopropanol (6.45 g) was added and the mixture was stirred at about 25° C. for about 3 h. The ...